This data is from the Open Reaction Database (ORD), a public repository of structured organic reaction records. The task is: describe an organic reaction: reactants, conditions, products, and yield Starting materials: C(C)(C)(C)OC(=O)N1CCN(CC1)CCN[C@]12[C@@H]([C@H]3CC[C@@H]4[C@]5(CC=C(C([C@@H]5CC[C@]4([C@@]3(CC1)C)C)(C)C)C1=CC=C(C(=O)O)C=C1)C)[C@@H](CC2)C(=C)C (4-((1R,3aS,5aR,5bR,7aR,11aS,11bR,13aR,13bR)-3a-((2-(4-(tert-butoxycarbonyl)piperazin-1-yl)ethyl)amino)-5a,5b,8,8,11a-pentamethyl-1-(prop-1-en-2-yl)-2,3,3a,4,5,5a,5b,6,7,7a,8,11,11a,11b,12,13,13a,13b-octadecahydro-1H-cyclopenta[a]chrysen-9-yl)benzoic acid), CN1CCNCC1 (1-methylpiperazine). Product: C[C@]12CC[C@@]3([C@@H]([C@H]2CC[C@@H]2[C@]4(CC=C(C([C@@H]4CC[C@@]12C)(C)C)C1=CC=C(C(=O)O)C=C1)C)[C@@H](CC3)C(=C)C)NCCN3CCN(CC3)C (4-((1R,3aS,5aR,5bR,7aR,11aS,11bR,13aR,13bR)-5a,5b,8,8,11a-pentamethyl-3a-((2-(4-methylpiperazin-1-yl)ethyl)amino)-1-(prop-1-en-2-yl)-2,3,3a,4,5,5a,5b,6,7,7a,8,11,11a,11b,12,13,13a,13b-octadecahydro-1H-cyclopenta[a]chrysen-9-yl)benzoic acid), solid. Yield: 19.0%. As a reaction SMILES: C(O[C:6]([N:8]1[CH2:13][CH2:12][N:11]([CH2:14][CH2:15][NH:16][C@:17]23[CH2:51][CH2:50][C@@H:49]([C:52]([CH3:54])=[CH2:53])[C@@H:18]2[C@@H:19]2[C@@:32]([CH3:35])([CH2:33][CH2:34]3)[C@@:31]3([CH3:36])[C@@H:22]([C@:23]4([CH3:48])[C@@H:28]([CH2:29][CH2:30]3)[C:27]([CH3:38])([CH3:37])[C:26]([C:39]3[CH:47]=[CH:46][C:42]([C:43]([OH:45])=[O:44])=[CH:41][CH:40]=3)=[CH:25][CH2:24]4)[CH2:21][CH2:20]2)[CH2:10][CH2:9]1)=O)(C)(C)C.CN1CCNCC1>>[CH3:35][C@:32]12[C@@:31]3([CH3:36])[C@@H:22]([C@:23]4([CH3:48])[C@@H:28]([CH2:29][CH2:30]3)[C:27]([CH3:37])([CH3:38])[C:26]([C:39]3[CH:40]=[CH:41][C:42]([C:43]([OH:45])=[O:44])=[CH:46][CH:47]=3)=[CH:25][CH2:24]4)[CH2:21][CH2:20][C@@H:19]1[C@H:18]1[C@H:49]([C:52]([CH3:54])=[CH2:53])[CH2:50][CH2:51][C@:17]1([NH:16][CH2:15][CH2:14][N:11]1[CH2:10][CH2:9][N:8]([CH3:6])[CH2:13][CH2:12]1)[CH2:34][CH2:33]2. Reported procedure: The title compound was prepared following the method described in above for the synthesis of 4-((1R,3aS,5aR,5bR,7aR,11aS,11bR,13aR,13bR)-3a-((2-(4-(tert-butoxycarbonyl)piperazin-1-yl)ethyl)amino)-5a,5b,8,8,11a-pentamethyl-1-(prop-1-en-2-yl)-2,3,3a,4,5,5a,5b,6,7,7a,8,11,11a,11b,12,13,13a,13b-octadecahydro-1H-cyclopenta[a]chrysen-9-yl)benzoic acid using 1-methylpiperazine as the alkylating reagent in Step 3. The product was isolated as a white solid (3 mg, 19%). LCMS: m/e 656.62 (M+H)+, 2.19 min (... Starting materials: CN1C(NCCC1)C(C)C (N-methyl-2-isopropylhexahydropyrimidine), C(CCCCCN=C=O)N=C=O (hexamethylene diisocyanate). Solvent: C(C)(=O)OCC (ethyl acetate), C(C)(=O)OCC (ethyl acetate). Conditions: time 8 hour. Yields the product C(CCCCCNC(=O)N1C(N(CCC1)C)C(C)C)NC(=O)N1C(N(CCC1)C)C(C)C (N,N'-(1,6-hexanediyl)-bis-[3-methyl-2-(1-methylethyl)-1-hexahydropyrimidine-carboxamide]). Reaction SMILES: [CH2:1]([N:10]=[C:11]=[O:12])[CH2:2][CH2:3][CH2:4][CH2:5][CH2:6][N:7]=[C:8]=[O:9].[CH3:13][N:14]1[CH2:19][CH2:18][CH2:17][NH:16][CH:15]1[CH:20]([CH3:22])[CH3:21]>C(OCC)(=O)C>[CH2:1]([NH:10][C:11]([N:16]1[CH2:17][CH2:18][CH2:19][N:14]([CH3:13])[CH:15]1[CH:20]([CH3:22])[CH3:21])=[O:12])[CH2:2][CH2:3][CH2:4][CH2:5][CH2:6][NH:7][C:8]([N:16]1[CH2:17][CH2:18][CH2:19][N:14]([CH3:13])[CH:15]1[CH:20]([CH3:22])[CH3:21])=[O:9]. Procedure details: A mixture of 84 g of hexamethylene diisocyanate and 100 g of ethyl acetate is slowly added at temperatures of from 25° to 35° C. to 142 g of N-methyl-2-isopropylhexahydropyrimidine ##STR17## in 150 ml of ethyl acetate. Stirring is continued for 8 hours at room temperature after the reaction has been completed and the ester is finally removed on a rotary evaporator at 100° C. and at 25 mbar.